This data is from the Open Reaction Database (ORD), a public repository of structured organic reaction records. The task is: describe an organic reaction: reactants, conditions, products, and yield Starting materials: CNC1=C(C=CC=C1[N+](=O)[O-])O (2-Methylamino-3-nitrophenol), N(=O)[O-].[Na+] (NaNO2), CC(=O)O (HOAc), [NH4+].[OH-] (NH4OH). Reagents/catalysts: [Pd] (Pd on carbon). The solvent is O (H2O), CO (MeOH). Reaction conditions: temperature 2.5 celsius, time 30 minute. The product is CN1N=NC2=C1C(=CC=C2)O (3-Methyl-1,2,3-benzotriazol-4-ol). The yield is 100.3%. RXN SMILES: [CH3:1][NH:2][C:3]1[C:8]([N+:9]([O-])=O)=[CH:7][CH:6]=[CH:5][C:4]=1[OH:12].CC(O)=O.[N:17]([O-])=O.[Na+].[NH4+].[OH-]>CO.O.[Pd]>[CH3:1][N:2]1[C:3]2[C:4]([OH:12])=[CH:5][CH:6]=[CH:7][C:8]=2[N:9]=[N:17]1 |f:2.3,4.5|. Reported procedure: 2-Methylamino-3-nitrophenol (2.50 g, 14.9 mmol) in MeOH (200 mL) with HOAc (0.5 mL) was hydrogenated (40 psi, 2 hours) in the presence of 10% Pd on carbon (250 mg). Following removal of the catalyst by filtration the solution was concentrated in vacuo. The residue was resuspended in H2O (30 mL), and 3N HCl (10 mL) was added dropwise while stirring at 0-5° C., immediately followed by 1.1M NaNO2 (15 mL, 16.5 mmol) in H2O dropwise over 20 minutes. After 30 minutes at about 22° C., the mixture was r... The reactants are aqueous solution, [OH-].[Na+] (sodium hydroxide), aqueous solution, C(#N)C1=CC2=C(OC3(CC3)C2=O)C=C1 (5-cyanospiro[benzo[b]furan-2(3H), 1'-cyclopropane]-3-one), OO (hydrogen peroxide), Cl (hydrochloric acid). The solvent is C(C)O (ethanol), ice water, C(C)O (ethanol). Run at temperature 60 celsius, time 2 hour. The product is C(N)(=O)C1=CC2=C(OC3(CC3)C2=O)C=C1 (5-carbamoylspiro[benzo[b]furan-2(3H), 1'-cyclopropane]-3-one). Reaction SMILES: [C:1]([C:3]1[CH:14]=[CH:13][C:6]2[O:7][C:8]3([C:11](=[O:12])[C:5]=2[CH:4]=1)[CH2:10][CH2:9]3)#[N:2].[OH:15]O.[OH-].[Na+].Cl>C(O)C>[C:1]([C:3]1[CH:14]=[CH:13][C:6]2[O:7][C:8]3([C:11](=[O:12])[C:5]=2[CH:4]=1)[CH2:10][CH2:9]3)(=[O:15])[NH2:2] |f:2.3|. Procedure details: To a solution of 5-cyanospiro[benzo[b]furan-2(3H), 1'-cyclopropane]-3-one (185 mg.) in ethanol (10 ml.) were added dropwise 5.5 ml. of 7% aqueous solution of hydrogen peroxide and 3.7 ml. of ethanol, then, to the mixture, was added 2 N aqueous solution of sodium hydroxide to adjust pH 10 and the solution was stirred at 60° C. for 2 hours. After cooling, the reaction mixture was neutralized with diluted hydrochloric acid and diluted with ice-water. The preciptating crystals were collected by filt...